describe an organic reaction: reactants, conditions, products, and yield From a dataset of the Open Reaction Database (ORD), a public repository of structured organic reaction records. The reactants are [H-].[Na+] (sodium hydride), COC(=O)C1=C(N(C=2N([C@@H]1C1=CC=C(C=C1)C#N)C(N(N2)CCCS(=O)(=O)CCCO)=O)C2=CC(=CC=C2)C(F)(F)F)C ((R)-5-(4-Cyano-phenyl)-2-[3-(3-hydroxy-propane-1-sulfonyl)-propyl]-7-methyl-3-oxo-8-(3-trifluoromethyl-phenyl)-2,3,5,8-tetrahydro-[1,2,4]triazolo[4,3-a]pyrimidine-6-carboxylic acid methyl ester), C1CCOC1 (THF), C=1(C(=CC=CC1)S(=O)(=O)Cl)C (toluenesulfonyl chloride). Conditions: time 10 minute. The product is COC(=O)C1=C(N(C=2N([C@@H]1C1=CC=C(C=C1)C#N)C(N(N2)CCCS(=O)(=O)CCCOS(=O)(=O)C2=CC=C(C=C2)C)=O)C2=CC(=CC=C2)C(F)(F)F)C ((R)-5-(4-Cyano-phenyl)-7-methyl-3-oxo-2-{3-[3-(toluene-4-sulfonyloxy)-propane-1-sulfonyl]-propyl}-8-(3-trifluoromethyl-phenyl)-2,3,5,8-tetrahydro-[1,2,4]triazolo[4,3-a]pyrimidine-6-carboxylic acid methyl ester). Reaction SMILES: [CH3:1][O:2][C:3]([C:5]1[C@@H:10]([C:11]2[CH:16]=[CH:15][C:14]([C:17]#[N:18])=[CH:13][CH:12]=2)[N:9]2[C:19](=[O:32])[N:20]([CH2:22][CH2:23][CH2:24][S:25]([CH2:28][CH2:29][CH2:30][OH:31])(=[O:27])=[O:26])[N:21]=[C:8]2[N:7]([C:33]2[CH:38]=[CH:37][CH:36]=[C:35]([C:39]([F:42])([F:41])[F:40])[CH:34]=2)[C:6]=1[CH3:43])=[O:4].[H-].[Na+].[C:46]1(C)[C:47]([S:52](Cl)(=[O:54])=[O:53])=[CH:48][CH:49]=[CH:50][CH:51]=1.[CH2:57]1COCC1>>[CH3:1][O:2][C:3]([C:5]1[C@@H:10]([C:11]2[CH:12]=[CH:13][C:14]([C:17]#[N:18])=[CH:15][CH:16]=2)[N:9]2[C:19](=[O:32])[N:20]([CH2:22][CH2:23][CH2:24][S:25]([CH2:28][CH2:29][CH2:30][O:31][S:52]([C:47]3[CH:46]=[CH:51][C:50]([CH3:57])=[CH:49][CH:48]=3)(=[O:53])=[O:54])(=[O:26])=[O:27])[N:21]=[C:8]2[N:7]([C:33]2[CH:38]=[CH:37][CH:36]=[C:35]([C:39]([F:40])([F:42])[F:41])[CH:34]=2)[C:6]=1[CH3:43])=[O:4] |f:1.2|. Reported procedure: Intermediate 28 (470 mg, 0.76 mmol) was dissolved in THF (5 ml), and then sodium hydride (48 mg, 1.2 mmol) was added under an atmosphere of N2. The reaction mixture was stirred at RT for 10 mins, then toluenesulfonyl chloride (191 mg, 1 mmol) was added and stirring was continued for 16 hours. The reaction mixture was partitioned between EtOAc and water. The organic layer was separated, washed with brine, dried (Na2SO4) and evaporated in vacuo. The resulting residue was purified by silica gel chr... The reactants are NC1=CC=C(C=C1)C(=CCCCC(=O)OC)C=1C=NC=CC1 (methyl 6-(4-aminophenyl)-6-(3-pyridyl)-hex-5-enoate), ClC1=CC=C(C(=O)Cl)C=C1 (4-chlorobenzoic acid chloride). Run in C(C)N(CC)CC (triethylamine). Run at temperature 50 celsius. Product: ClC1=CC=C(C(=O)NC2=CC=C(C=C2)C(=CCCCC(=O)O)C=2C=NC=CC2)C=C1 (6-[4-(4-Chlorobenzoylamino)-phenyl]-6-(3-pyridyl)-hex-5-enoic acid). As a reaction SMILES: [NH2:1][C:2]1[CH:7]=[CH:6][C:5]([C:8]([C:17]2[CH:18]=[N:19][CH:20]=[CH:21][CH:22]=2)=[CH:9][CH2:10][CH2:11][CH2:12][C:13]([O:15]C)=[O:14])=[CH:4][CH:3]=1.[Cl:23][C:24]1[CH:32]=[CH:31][C:27]([C:28](Cl)=[O:29])=[CH:26][CH:25]=1>C(N(CC)CC)C>[Cl:23][C:24]1[CH:32]=[CH:31][C:27]([C:28]([NH:1][C:2]2[CH:7]=[CH:6][C:5]([C:8]([C:17]3[CH:18]=[N:19][CH:20]=[CH:21][CH:22]=3)=[CH:9][CH2:10][CH2:11][CH2:12][C:13]([OH:15])=[O:14])=[CH:4][CH:3]=2)=[O:29])=[CH:26][CH:25]=1. Procedure: At 5°-10° C., 5 ml of triethylamine are added dropwise to a mixture of 3 g of methyl 6-(4-aminophenyl)-6-(3-pyridyl)-hex-5-enoate and 2.1 g of 4-chlorobenzoic acid chloride. After 30 minutes the reaction mixture is washed with water and evaporated down. The residue is mixed with 30 ml of ethanol and 5 ml of 10N sodium hydroxide solution and heated to 50° C. for 30 minutes. The reaction mixture is evaporated down and the residue is taken up in water. The agueous phase is washed with ethyl acetate... Reactants: CO, [NH4+], N=C1CSC(=N)[NH2+]1, N=C1NC(=N)c2ccccc21, [OH-], O, O=S(=O)([O-])c1ccccc1. Yields the product N=C1NC(=N)C(=C2NC(=N)c3ccccc32)S1. RXN SMILES: [CH3:32][OH:33].[NH4+:1].[NH:14]=[C:15]1[S:16][CH2:17][C:18](=[NH:20])[NH2+:19]1.[NH:21]=[C:22]1[NH:23][C:24](=[NH:31])[c:25]2[cH:26][cH:27][cH:28][cH:29][c:30]21.[OH-:2].[OH2:3].[c:4]1([S:5]([O-:6])(=[O:7])=[O:8])[cH:9][cH:10][cH:11][cH:12][cH:13]1>>[NH:14]=[C:15]1[S:16][C:17](=[C:24]2[NH:23][C:22](=[NH:21])[c:30]3[c:25]2[cH:26][cH:27][cH:28][cH:29]3)[C:18](=[NH:20])[NH:19]1. Starting materials: NC1[C@@H]2N(C(C(CS2)O)C(=O)O)C1=O (7-Amino-3-hydroxycepham-4-carboxylic acid), C[Si](C)(C)CC(=O)N (trimethylsilylacetamide), CON=C(C(=O)O)C(CBr)(OC)OC (2-methoxyimino-3,3-dimethoxy-4-bromobutyric acid), P(=O)(Cl)(Cl)Cl (phosphorus oxychloride), Example 25 ( 1 ). Solvent: C(Cl)Cl (methylene chloride), CN(C=O)C (N,N-dimethylformamide). Product: CON=C(C(=O)NC1[C@@H]2N(C(C(CS2)O)C(=O)O)C1=O)C(CBr)(OC)OC (7-[2-methoxyimino-3,3-dimethoxy-4-bromobutyramido)-3-hydroxycepham-4-carboxylic acid). Yield: 79.8%. Reaction SMILES: [NH2:1][CH:2]1[C:13](=[O:14])[N:4]2[CH:5]([C:10]([OH:12])=[O:11])[CH:6]([OH:9])[CH2:7][S:8][C@H:3]12.C[Si](CC(N)=O)(C)C.[CH3:23][O:24][N:25]=[C:26]([C:30]([O:35][CH3:36])([O:33][CH3:34])[CH2:31][Br:32])[C:27](O)=[O:28].P(Cl)(Cl)(Cl)=O>C(Cl)Cl.CN(C)C=O>[CH3:23][O:24][N:25]=[C:26]([C:30]([O:35][CH3:36])([O:33][CH3:34])[CH2:31][Br:32])[C:27]([NH:1][CH:2]1[C:13](=[O:14])[N:4]2[CH:5]([C:10]([OH:12])=[O:11])[CH:6]([OH:9])[CH2:7][S:8][C@H:3]12)=[O:28]. Reported procedure: 7-Amino-3-hydroxycepham-4-carboxylic acid (2.18 g, purity 84.8%), trimethylsilylacetamide (10.5 g.), 2-methoxyimino-3,3-dimethoxy-4-bromobutyric acid (syn isomer, 3.24 g.), N,N-dimethylformamide (1.1 ml), phosphorus oxychloride (1.36 ml) and methylene chloride (50 ml.) were treated in a similar manner to that of Example 25 (1) to give 7-[2-methoxyimino-3,3-dimethoxy-4-bromobutyramido)-3-hydroxycepham-4-carboxylic acid (syn isomer, 3.75 g.). Reactants: C1CCOC1, COc1cc(COc2cc(CO)n(-c3ccccc3)n2)ccc1OCc1nc(-c2ccco2)oc1C. The product is COc1cc(COc2cc(C=O)n(-c3ccccc3)n2)ccc1OCc1nc(-c2ccco2)oc1C. RXN SMILES: [O:37]1[CH2:38][CH2:39][CH2:40][CH2:41]1.[o:1]1[c:2](-[c:6]2[o:7][c:8]([CH3:36])[c:9]([CH2:11][O:12][c:13]3[c:14]([O:34][CH3:35])[cH:15][c:16]([CH2:17][O:18][c:19]4[n:20][n:21](-[c:26]5[cH:27][cH:28][cH:29][cH:30][cH:31]5)[c:22]([CH2:24][OH:25])[cH:23]4)[cH:32][cH:33]3)[n:10]2)[cH:3][cH:4][cH:5]1>>[o:1]1[c:2](-[c:6]2[o:7][c:8]([CH3:36])[c:9]([CH2:11][O:12][c:13]3[c:14]([O:34][CH3:35])[cH:15][c:16]([CH2:17][O:18][c:19]4[n:20][n:21](-[c:26]5[cH:27][cH:28][cH:29][cH:30][cH:31]5)[c:22]([CH:24]=[O:25])[cH:23]4)[cH:32][cH:33]3)[n:10]2)[cH:3][cH:4][cH:5]1. The reactants are FC=1C=C(C=CC1CS(=O)(=O)C)C(C(=O)O)C (2-(3-fluoro-4-(methylsulfonylmethyl)phenyl)propanoic acid), ClC=1C=C(C=CC1)N1N=C(C=C1CN)C(F)(F)F ((1-(3-chlorophenyl)-3-(trifluoromethyl)-1H-pyrazol-5-yl)methanamine), F[B-](F)(F)F.N1(N=NC2=C1C=CC=C2)OC(=[N+](C)C)N(C)C (O-(1H-Benzotriazol-1-yl)-N,N,N′,N′-tetramethyluronium tetrafluorborat), ON1N=NC2=C1C=CC=C2 (1-hydroxybenzotriazole), C(C)N(C(C)C)C(C)C (N-ethyldiisopropylamine). The solvent is C1CCOC1 (THF). Run at time 48 hour. Product: ClC=1C=C(C=CC1)N1N=C(C=C1CNC(C(C)C1=CC(=C(C=C1)CS(=O)(=O)C)F)=O)C(F)(F)F (N-[[2-(3-Chlorophenyl)-5-(trifluoromethyl)-2H-pyrazol-3-yl]-methyl]-2-[3-fluoro-4-(methylsulfonyl-methyl)-phenyl]-propionamide). Yield: 69.4%. Reaction SMILES: [F:1][C:2]1[CH:3]=[C:4]([CH:13]([CH3:17])[C:14]([OH:16])=O)[CH:5]=[CH:6][C:7]=1[CH2:8][S:9]([CH3:12])(=[O:11])=[O:10].[Cl:18][C:19]1[CH:20]=[C:21]([N:25]2[C:29]([CH2:30][NH2:31])=[CH:28][C:27]([C:32]([F:35])([F:34])[F:33])=[N:26]2)[CH:22]=[CH:23][CH:24]=1.F[B-](F)(F)F.N1(OC(N(C)C)=[N+](C)C)C2C=CC=CC=2N=N1.ON1C2C=CC=CC=2N=N1.C(N(C(C)C)C(C)C)C>C1COCC1>[Cl:18][C:19]1[CH:20]=[C:21]([N:25]2[C:29]([CH2:30][NH:31][C:14](=[O:16])[CH:13]([C:4]3[CH:5]=[CH:6][C:7]([CH2:8][S:9]([CH3:12])(=[O:10])=[O:11])=[C:2]([F:1])[CH:3]=3)[CH3:17])=[CH:28][C:27]([C:32]([F:33])([F:34])[F:35])=[N:26]2)[CH:22]=[CH:23][CH:24]=1 |f:2.3|. Reported procedure: To a stirred solution of 2-(3-fluoro-4-(methylsulfonylmethyl)phenyl)propanoic acid (68 mg, 0.231 mmol) and (1-(3-chlorophenyl)-3-(trifluoromethyl)-1H-pyrazol-5-yl)methanamine (60 mg, 0.231 mmol) in THF (1.8 mL) were added O-(1H-Benzotriazol-1-yl)-N,N,N′,N′-tetramethyluronium tetrafluorborat (73 mg, 0.231 mmol), 1-hydroxybenzotriazole (30 mg, 0.231 mmol) and N-ethyldiisopropylamine (0.078 mL, 0.462 mmol). The reaction mixture was stirred for 48 h at room temperature, concentrated in vacuo and the... Starting materials: C1(CC1)CNCC=1C=C(C=NC1)C=1C=C2C(=CNC2=C(C1)C(=O)N)C1CCN(CC1)S(=O)(=O)CC (5-(5-{[(cyclopropylmethyl)amino]methyl}-3-pyridinyl)-3-[1-(ethylsulfonyl)-4-piperidinyl]-1H-indole-7-carboxamide), [BH3-]C#N.[Na+] (NaCNBH3), CC1(OB(OC1(C)C)C=1C=C(C=NC1)C=O)C (5-(4,4,5,5-tetramethyl-1,3,2-dioxaborolan-2-yl)-3-pyridinecarbaldehyde), COCCN ([2-(methyloxy)ethyl]amine). Procedure: Following the general procedure of 5-(5-{[(cyclopropylmethyl)amino]methyl}-3-pyridinyl)-3-[1-(ethylsulfonyl)-4-piperidinyl]-1H-indole-7-carboxamide, 5-(4,4,5,5-tetramethyl-1,3,2-dioxaborolan-2-yl)-3-pyridinecarbaldehyde (30 mg, 0.129 mmol), [2-(methyloxy)ethyl]amine (0.011 mL, 0.129 mmol), and NaCNBH3 (16 mg, 0.258 mmol) were reacted to give 19 mg of crude [2-(methyloxy)ethyl]{[5-(4,4,5,5-tetramethyl-1,3,2-dioxaborolan-2-yl)-3-pyridinyl]methyl}amine. The crude [2-(methyloxy)ethyl]{[5-(4,4,5,5-te... RXN SMILES: C1(CNCC2C=C(C3C=C4C(=C(C(N)=O)C=3)NC=C4C3CCN(S(CC)(=O)=O)CC3)C=NC=2)CC1.[CH3:36][C:37]1([CH3:52])[C:41]([CH3:43])([CH3:42])[O:40][B:39]([C:44]2[CH:45]=[C:46]([CH:50]=O)[CH:47]=[N:48][CH:49]=2)[O:38]1.[CH3:53][O:54][CH2:55][CH2:56][NH2:57].[BH3-]C#N.[Na+]>>[CH3:53][O:54][CH2:55][CH2:56][NH:57][CH2:50][C:46]1[CH:47]=[N:48][CH:49]=[C:44]([B:39]2[O:38][C:37]([CH3:52])([CH3:36])[C:41]([CH3:43])([CH3:42])[O:40]2)[CH:45]=1 |f:3.4|. Isolated yield 50.4%. Product: COCCNCC=1C=NC=C(C1)B1OC(C(O1)(C)C)(C)C ([2-(methyloxy)ethyl]{[5-(4,4,5,5-tetramethyl-1,3,2-dioxaborolan-2-yl)-3-pyridinyl]methyl}amine). The reactants are COC(=O)c1ccc2c(C3CCCCC3)c(Br)[nH]c2c1, O=C([O-])[O-], COCOc1cc(OC)ccc1B1OC(C)(C)C(C)(C)O1, CCOC(C)=O, [Na+], [Na+], C1COCCO1, COC(=O)c1ccc2cc[nH]c2c1. The product is COCOc1cc(OC)ccc1-c1[nH]c2cc(C(=O)OC)ccc2c1C1CCCCC1. RXN SMILES: [Br:1][c:2]1[nH:3][c:4]2[cH:5][c:6]([C:17](=[O:18])[O:19][CH3:20])[cH:7][cH:8][c:9]2[c:10]1[CH:11]1[CH2:12][CH2:13][CH2:14][CH2:15][CH2:16]1.[C:55](=[O:56])([O-:57])[O-:58].[CH3:34][O:35][c:36]1[cH:37][c:38]([O:51][CH2:52][O:53][CH3:54])[c:39]([B:42]2[O:43][C:44]([CH3:45])([CH3:46])[C:47]([CH3:48])([CH3:49])[O:50]2)[cH:40][cH:41]1.[CH3:67][CH2:68][O:69][C:70]([CH3:71])=[O:72].[Na+:59].[Na+:60].[O:61]1[CH2:62][CH2:63][O:64][CH2:65][CH2:66]1.[nH:21]1[c:22]2[c:23]([cH:24][cH:25][c:26]([C:27]([O:28][CH3:29])=[O:30])[cH:31]2)[cH:32][cH:33]1>>[c:2]1(-[c:39]2[c:38]([O:51][CH2:52][O:53][CH3:54])[cH:37][c:36]([O:35][CH3:34])[cH:41][cH:40]2)[nH:3][c:4]2[cH:5][c:6]([C:17](=[O:18])[O:19][CH3:20])[cH:7][cH:8][c:9]2[c:10]1[CH:11]1[CH2:12][CH2:13][CH2:14][CH2:15][CH2:16]1.